From a dataset of the Open Reaction Database (ORD), a public repository of structured organic reaction records. describe an organic reaction: reactants, conditions, products, and yield The reactants are C(C#C)O (propargyl alcohol), ClCC#CCC#CCCCCCCCC (1-chloro-2,5-tetradecadiyne). Reagents/catalysts: [Cu](C#N)C#N (copper cyanide). Run in CCCCCC (hexane). Run at temperature 0 celsius, time 30 minute. The product is C(C#CCC#CCC#CCCCCCCCC)O (2,5,8-heptadecatriyn-1-ol). The yield is 56.7%. Reaction SMILES: [CH2:1]([OH:4])[C:2]#[CH:3].Cl[CH2:6][C:7]#[C:8][CH2:9][C:10]#[C:11][CH2:12][CH2:13][CH2:14][CH2:15][CH2:16][CH2:17][CH2:18][CH3:19]>CCCCCC.[Cu](C#N)C#N>[CH2:1]([OH:4])[C:2]#[C:3][CH2:6][C:7]#[C:8][CH2:9][C:10]#[C:11][CH2:12][CH2:13][CH2:14][CH2:15][CH2:16][CH2:17][CH2:18][CH3:19]. Reported procedure: In a second stage, the dianion of propargyl alcohol is formed by adding 19 g of propargyl alcohol, with stirring, to the above reaction mixture, cooled to 0° C. At the end of the addition, the mixture is stirred for another 1 h 30 min at ambient temperature. 0.5 g of copper cyanide is then added and stirring is continued for another 1 h 30 min, still at ambient temperature. 40.54 g of 1-chloro-2,5-tetradecadiyne are introduced dropwise into the mixture thus obtained, cooled to 0° C. The mixture ... The reactants are [H-].[Na+] (sodium hydride), FC1=CC=C(C=C1)C1=CC2=C(N=C(CC(N2)=O)C=2C=C(C(=N)NO)C=CC2)C=C1 (3-[7-(4-Fluoro-phenyl)-4-oxo-4,5-dihydro-3H-benzo[b][1,4]diazepin-2-yl]-N-hydroxy-benzamidine), C1(CCCO1)=O (Butyrolactone). Solvent: CCO (EtOH). Reaction conditions: temperature 23 celsius, time 5 minute. Yields the product FC1=CC=C(C=C1)C=1C=CC2=C(NC(CC(=N2)C2=CC(=CC=C2)C2=NOC(=N2)CCCO)=O)C1 (8-(4-Fluoro-phenyl)-4-{3-[5-(3-hydroxy-propyl)-[1,2,4]oxadiazol-3-yl]-phenyl}-1,3-dihydro-benzo[b][1,4]diazepin-2-one). Yield: 65.7%. As a reaction SMILES: [F:1][C:2]1[CH:7]=[CH:6][C:5]([C:8]2[CH:29]=[CH:28][C:11]3[N:12]=[C:13]([C:18]4[CH:19]=[C:20]([CH:25]=[CH:26][CH:27]=4)[C:21]([NH:23][OH:24])=[NH:22])[CH2:14][C:15](=[O:17])[NH:16][C:10]=3[CH:9]=2)=[CH:4][CH:3]=1.[H-].[Na+].[C:32]1(=O)[O:36][CH2:35][CH2:34][CH2:33]1>CCO>[F:1][C:2]1[CH:3]=[CH:4][C:5]([C:8]2[CH:29]=[CH:28][C:11]3[N:12]=[C:13]([C:18]4[CH:27]=[CH:26][CH:25]=[C:20]([C:21]5[N:22]=[C:32]([CH2:33][CH2:34][CH2:35][OH:36])[O:24][N:23]=5)[CH:19]=4)[CH2:14][C:15](=[O:17])[NH:16][C:10]=3[CH:9]=2)=[CH:6][CH:7]=1 |f:1.2|. Reported procedure: To a stirred suspension of 3-[7-(4-fluoro-phenyl)-4-oxo-4,5-dihydro-3H-benzo[b][1,4]diazepin-2-yl]-N-hydroxy-benzamidine (Example 167) (78 mg, 0.2 mmol) in EtOH (3 mL) was added at 23° C. sodium hydride (55% dispersion in oil, 32 mg, 0.8 mmol) and the mixture was stirred at 23° C. for 5 min. Butyrolactone (103 mg, 1.2 mmol) was added and the mixture was heated to 70° C. for 3 h. The reaction mixture was cooled to 23° C. and partitioned between ethyl acetate and H2O. The organic layer was dried o... Starting materials: CCOC(=O)C1=C(c2ccccc2)c2ccc(OC)cc2C1Br, C1CCOC1, CCN. Product: CCNC1C(C(=O)OCC)=C(c2ccccc2)c2ccc(OC)cc21. RXN SMILES: [CH2:1]([CH3:2])[O:3][C:4](=[O:5])[C:6]1=[C:14]([c:15]2[cH:16][cH:17][cH:18][cH:19][cH:20]2)[c:13]2[c:8]([cH:9][c:10]([O:21][CH3:22])[cH:11][cH:12]2)[CH:7]1[Br:23].[CH2:27]1[O:28][CH2:29][CH2:30][CH2:31]1.[CH3:24][CH2:25][NH2:26]>>[CH2:1]([CH3:2])[O:3][C:4](=[O:5])[C:6]1=[C:14]([c:15]2[cH:16][cH:17][cH:18][cH:19][cH:20]2)[c:13]2[c:8]([cH:9][c:10]([O:21][CH3:22])[cH:11][cH:12]2)[CH:7]1[NH:26][CH2:25][CH3:24]. Starting materials: c1ccc(CC2CCNCC2)cc1, CCCCCC, CS(=O)(=O)Nc1ccc(NC(=O)CCl)cc1. The product is CS(=O)(=O)Nc1ccc(NC(=O)CN2CCC(Cc3ccccc3)CC2)cc1. As a reaction SMILES: [CH2:17]([c:18]1[cH:19][cH:20][cH:21][cH:22][cH:23]1)[CH:24]1[CH2:25][CH2:26][NH:27][CH2:28][CH2:29]1.[CH3:30][CH2:31][CH2:32][CH2:33][CH2:34][CH3:35].[Cl:1][CH2:2][C:3](=[O:4])[NH:5][c:6]1[cH:7][cH:8][c:9]([NH:12][S:13](=[O:14])(=[O:15])[CH3:16])[cH:10][cH:11]1>>[CH2:2]([C:3](=[O:4])[NH:5][c:6]1[cH:7][cH:8][c:9]([NH:12][S:13](=[O:14])(=[O:15])[CH3:16])[cH:10][cH:11]1)[N:27]1[CH2:26][CH2:25][CH:24]([CH2:17][c:18]2[cH:19][cH:20][cH:21][cH:22][cH:23]2)[CH2:29][CH2:28]1. The reactants are CCO, Cn1c(C(O)CNC2CCNCC2)nc2ccccc21, CCOC(C)=O, CCN(C(C)C)C(C)C, N#Cc1c(C(F)(F)F)cc(Cl)nc1Cl, Cl, Cl. Product: Cn1c(C(O)CNC2CCN(c3cc(C(F)(F)F)c(C#N)c(Cl)n3)CC2)nc2ccccc21. RXN SMILES: [CH3:15][CH2:16][OH:17].[CH3:29][n:30]1[c:31]([CH:39]([CH2:40][NH:41][CH:42]2[CH2:43][CH2:44][NH:45][CH2:46][CH2:47]2)[OH:48])[n:32][c:33]2[c:34]1[cH:35][cH:36][cH:37][cH:38]2.[CH3:49][CH2:50][O:51][C:52]([CH3:53])=[O:54].[CH:18]([N:19]([CH2:20][CH3:21])[CH:22]([CH3:23])[CH3:24])([CH3:25])[CH3:26].[Cl:1][c:2]1[c:3]([C:4]#[N:5])[c:6]([C:11]([F:12])([F:13])[F:14])[cH:7][c:8]([Cl:10])[n:9]1.[ClH:27].[ClH:28]>>[Cl:1][c:2]1[c:3]([C:4]#[N:5])[c:6]([C:11]([F:12])([F:13])[F:14])[cH:7][c:8]([N:45]2[CH2:44][CH2:43][CH:42]([NH:41][CH2:40][CH:39]([c:31]3[n:30]([CH3:29])[c:34]4[c:33]([n:32]3)[cH:38][cH:37][cH:36][cH:35]4)[OH:48])[CH2:47][CH2:46]2)[n:9]1. The reactants are Cl (hydrochloric acid), C(C1=CC=CC=C1)O[C@@H](C(=O)N1C(CC2=C(C=CC=C12)F)C)C ((R)-2-benzyloxy-1-(4-fluoro-2-methyl-2,3-dihydroindol-1-yl)propan-1-one), ( A ). Solvent: C(C)O (ethanol). Conditions: time 40 hour. The product is FC1=C2CC(NC2=CC=C1)C ((+)-4-fluoro-2-methylindoline). The yield is 62.4%. RXN SMILES: Cl.C(O[C@H](C)C([N:13]1[C:21]2[C:16](=[C:17]([F:22])[CH:18]=[CH:19][CH:20]=2)[CH2:15][CH:14]1[CH3:23])=O)C1C=CC=CC=1>C(O)C>[F:22][C:17]1[CH:18]=[CH:19][CH:20]=[C:21]2[C:16]=1[CH2:15][CH:14]([CH3:23])[NH:13]2. Procedure details: 8 ml of concentrated hydrochloric acid are added to a solution of 1.66 g of (R)-2-benzyloxy-1-(4-fluoro-2-methyl-2,3-dihydroindol-1-yl)propan-1-one diastereoisomer (A) in 200 ml of absolute ethanol. The reaction mixture is refluxed with stirring for 40 hours and is then cooled to ambient temperature and concentrated to dryness under reduced pressure. The residue is taken up in 250 ml of water, alkalinized with concentrated sodium hydroxide to pH 14, and then the mixture is extracted with 3×200 m... The reactants are COC1=CC=C(C=C1)C=1N=C2N(C=CC3=CC=CC=C23)C1 (2-(4-methoxyphenyl)imidazo[2,1-a]isoquinoline), C(C)O (ethanol), C(C)(=O)O (acetic acid). The reagents and catalysts are [Pd] (palladium on charcoal). Solvent: [OH-].[NH4+] (ammonium hydroxide). Run at time 3 hour. The product is COC1=CC=C(C=C1)C=1N=C2N(CCC3=CC=CC=C23)C1 (2-(4-Methoxyphenyl)-5,6-dihydro-imidazo[2,1-a]isoquinoline). RXN SMILES: [CH3:1][O:2][C:3]1[CH:8]=[CH:7][C:6]([C:9]2[N:10]=[C:11]3[C:20]4[C:15](=[CH:16][CH:17]=[CH:18][CH:19]=4)[CH:14]=[CH:13][N:12]3[CH:21]=2)=[CH:5][CH:4]=1.C(O)C.C(O)(=O)C>[Pd].[OH-].[NH4+]>[CH3:1][O:2][C:3]1[CH:8]=[CH:7][C:6]([C:9]2[N:10]=[C:11]3[C:20]4[C:15](=[CH:16][CH:17]=[CH:18][CH:19]=4)[CH2:14][CH2:13][N:12]3[CH:21]=2)=[CH:5][CH:4]=1 |f:4.5|. Procedure: To a one liter autoclave are charged 7.1 g. of 2-(4-methoxyphenyl)imidazo[2,1-a]isoquinoline, 210 ml. of ethanol, 150 ml. of acetic acid and 0.55 g. of 10% palladium on charcoal. After flushing and filling the autoclave with hydrogen, the mixture is hydrogenated at 90° C. and 10 atmospheres for 3 hours. After absorption of 1.5 atmospheres of hydrogen gas, the autoclave is cooled and vented and 200 ml. of CHCl3 is added to the reaction mixture. The catalyst is filtered off, and the solution is ev...